The task is: describe an organic reaction: reactants, conditions, products, and yield. This data is from the Open Reaction Database (ORD), a public repository of structured organic reaction records. Reactants: ClC1=NC=CC(=C1)OCCOC (2-Chloro-4-(2-methoxyethoxy)pyridine), CC(C)C1=CC(=C(C(=C1)C(C)C)C2=C(C=CC=C2)P(C3CCCCC3)C4CCCCC4)C(C)C (X-PHOS), [Li+].C[Si](C)(C)[N-][Si](C)(C)C (LHMDS). Reagents/catalysts: C=1C=CC(=CC1)/C=C/C(=O)/C=C/C2=CC=CC=C2.C=1C=CC(=CC1)/C=C/C(=O)/C=C/C2=CC=CC=C2.C=1C=CC(=CC1)/C=C/C(=O)/C=C/C2=CC=CC=C2.[Pd].[Pd] (tris(dibenzylideneacetone)dipalladium). The solvent is O1CCCC1 (tetrahydrofuran). Conditions: temperature 2.5 celsius. Yields the product COCCOC1=CC(=NC=C1)N (4-(2-methoxyethoxy)pyridin-2-amine), solid. RXN SMILES: Cl[C:2]1[CH:7]=[C:6]([O:8][CH2:9][CH2:10][O:11][CH3:12])[CH:5]=[CH:4][N:3]=1.CC(C1C=C(C(C)C)C(C2C=CC=CC=2P(C2CCCCC2)C2CCCCC2)=C(C(C)C)C=1)C.[Li+].C[Si]([N-:52][Si](C)(C)C)(C)C>C1C=CC(/C=C/C(/C=C/C2C=CC=CC=2)=O)=CC=1.C1C=CC(/C=C/C(/C=C/C2C=CC=CC=2)=O)=CC=1.C1C=CC(/C=C/C(/C=C/C2C=CC=CC=2)=O)=CC=1.[Pd].[Pd].O1CCCC1>[CH3:12][O:11][CH2:10][CH2:9][O:8][C:6]1[CH:5]=[CH:4][N:3]=[C:2]([NH2:52])[CH:7]=1 |f:2.3,4.5.6.7.8|. Reported procedure: 2-Chloro-4-(2-methoxyethoxy)pyridine (30.0 g; 159.9 mmol), X-PHOS (3.03 g, 6.356 mmol), and tris(dibenzylideneacetone)dipalladium (2.26 g; 2.468 mmol) were combined in a reaction flask under an atmosphere of dry nitrogen. Anhydrous tetrahydrofuran (150 mL) was added. The mixture was degassed by alternately evacuating the flask followed by filling with dry nitrogen (three times). The mixture was cooled to 0-5° C. using an ice/water bath. LHMDS (325 mL, 325.0 mmol) was added by addition funnel whi... Starting materials: CC1(CC=CC=C1)N1C=NC=C1C1=CC2=C(N=CN=C2S(=O)(=O)C)S1 (6-(1-Methylphenyl-1H-imidazol-5-yl)-4-(methylsulfonyl)thieno[2,3-d]pyrimidine), solid, BrC1=CC=C(C=C1)C=1N=CN(C1C1=CC2=C(N=CN=C2SC)S1)C (6-[4-(4-bromophenyl)-1-methyl-1H-imidazol-5-yl]4-(methylthio)thieno[2,3-d]pyrimidine), BrC1=CC=C(C=C1)C=1N=CN(C1C1=CC2=C(N=CN=C2SC)S1)C (6-[4-(4-bromophenyl)-1-methyl-1H-imidazol-5-yl]4-(methylthio)thieno[2,3-d]pyrimidine). The product is BrC1=CC=C(C=C1)C=1N=CN(C1C1=CC2=C(N=CN=C2S(=O)(=O)C)S1)C (6-[4-(4-Bromophenyl)-1-methyl-1H-imidazol-5-yl]-4-(methylsulfonyl)thieno[2,3-d]pyrimidine). As a reaction SMILES: C[C:2]1([N:8]2[C:12]([C:13]3[S:25][C:16]4[N:17]=[CH:18][N:19]=[C:20]([S:21]([CH3:24])(=[O:23])=[O:22])[C:15]=4[CH:14]=3)=[CH:11][N:10]=[CH:9]2)C=CC=CC1.[Br:26][C:27]1[CH:32]=[CH:31][C:30](C2N=CN(C)C=2C2SC3N=CN=C(SC)C=3C=2)=[CH:29][CH:28]=1>>[Br:26][C:27]1[CH:32]=[CH:31][C:30]([C:11]2[N:10]=[CH:9][N:8]([CH3:2])[C:12]=2[C:13]2[S:25][C:16]3[N:17]=[CH:18][N:19]=[C:20]([S:21]([CH3:24])(=[O:22])=[O:23])[C:15]=3[CH:14]=2)=[CH:29][CH:28]=1. Procedure details: The title compound was prepared by a similar process to that described for Intermediate 17 but using 6-[4-(4-bromophenyl)-1-methyl-1H-imidazol-5-yl]4-(methylthio)thieno[2,3-d]pyrimidine (Intermediate 67) in place of 6-(1-methyl-4-phenyl-1H-imidazol-5-yl)-4-(methylthio)thieno[2,3-d]pyrimidine (example 7). Pale yellow solid (715 mg, 79%);